Dataset: the Open Reaction Database (ORD), a public repository of structured organic reaction records. Task: describe an organic reaction: reactants, conditions, products, and yield The reactants are CCCC[N+](CCCC)(CCCC)CCCC, [F-], Cc1ccc(S(=O)(=O)n2cc(-c3cc(F)cc(F)c3)cn2)cc1, C1CCOC1. Product: Fc1cc(F)cc(-c2cn[nH]c2)c1. RXN SMILES: [CH3:2][CH2:3][CH2:4][CH2:5][N+:6]([CH2:7][CH2:8][CH2:9][CH3:10])([CH2:11][CH2:12][CH2:13][CH3:14])[CH2:15][CH2:16][CH2:17][CH3:18].[F-:1].[F:19][c:20]1[cH:21][c:22](-[c:27]2[cH:28][n:29][n:30]([S:32]([c:33]3[cH:34][cH:35][c:36]([CH3:37])[cH:38][cH:39]3)(=[O:40])=[O:41])[cH:31]2)[cH:23][c:24]([F:26])[cH:25]1.[O:42]1[CH2:43][CH2:44][CH2:45][CH2:46]1>>[F:19][c:20]1[cH:21][c:22](-[c:27]2[cH:28][nH:29][n:30][cH:31]2)[cH:23][c:24]([F:26])[cH:25]1.